Task: describe an organic reaction: reactants, conditions, products, and yield. Dataset: the Open Reaction Database (ORD), a public repository of structured organic reaction records Starting materials: COC(=O)C=1N=CC=2C(N(C=CC2C1O)CC1=CC=CC=C1)=O (7-benzyl-4-hydroxy-8-oxo-7,8-dihydro-[2,7]naphthyridine-3-carboxylic acid methyl ester), C(CC)N (n-propylamine), C(C)(=O)O (acetic acid), O (water). Run in CCO (EtOH). Conditions: temperature 80 celsius. Product: C(CC)NC(=O)C=1N=CC=2C(N(C=CC2C1O)CC1=CC=CC=C1)=O (7-Benzyl-4-hydroxy-8-oxo-7,8-dihydro-[2,7]naphthyridine-3-carboxylic acid propylamide). The yield is 51.2%. RXN SMILES: CO[C:3]([C:5]1[N:6]=[CH:7][C:8]2[C:9](=[O:23])[N:10]([CH2:16][C:17]3[CH:22]=[CH:21][CH:20]=[CH:19][CH:18]=3)[CH:11]=[CH:12][C:13]=2[C:14]=1[OH:15])=[O:4].[CH2:24]([NH2:27])[CH2:25][CH3:26].C(O)(=O)C.O>CCO>[CH2:24]([NH:27][C:3]([C:5]1[N:6]=[CH:7][C:8]2[C:9](=[O:23])[N:10]([CH2:16][C:17]3[CH:22]=[CH:21][CH:20]=[CH:19][CH:18]=3)[CH:11]=[CH:12][C:13]=2[C:14]=1[OH:15])=[O:4])[CH2:25][CH3:26]. Procedure: A mixture of 7-benzyl-4-hydroxy-8-oxo-7,8-dihydro-[2,7]naphthyridine-3-carboxylic acid methyl ester (35 mg, 0.11 mmol) and n-propylamine (0.1 mL, 1.1 mmol) in 2 mL of EtOH was heated in a sealed tube at 80° C. for 4 h. After cooling to r.t., acetic acid (0.1 mL) and water (3 mL) were added. The mixture was extracted several times with EtOAc. The combined organic layer was dried over MgSO4 and concentrated. The crude product was chromatographed (5-35% EtOAc/hexanes) to give 19 mg of the title com...